Dataset: the Open Reaction Database (ORD), a public repository of structured organic reaction records. Task: describe an organic reaction: reactants, conditions, products, and yield Reactants: C(C)(=O)C=1C=C(C(=NC1C)OC)NC(OC1=CC=CC=C1)=O (Phenyl N-(5-acetyl-2-methoxy-6-methylpyridin-3-yl)carbamate), FC=1C=C(C=C(C1)F)N1CCNCC1 (1-(3,5-difluorophenyl)piperazine). The product is C(C)(=O)C=1C=C(C(=NC1C)OC)NC(=O)N1CCN(CC1)C1=CC(=CC(=C1)F)F (1-[(5-Acetyl-2-methoxy-6-methylpyridin-3-yl)aminocarbonyl]-4-(3,5-difluorophenyl)piperazine). The yield is 77.0%. RXN SMILES: [C:1]([C:4]1[CH:5]=[C:6]([NH:13][C:14](=[O:22])OC2C=CC=CC=2)[C:7]([O:11][CH3:12])=[N:8][C:9]=1[CH3:10])(=[O:3])[CH3:2].[F:23][C:24]1[CH:25]=[C:26]([N:31]2[CH2:36][CH2:35][NH:34][CH2:33][CH2:32]2)[CH:27]=[C:28]([F:30])[CH:29]=1>>[C:1]([C:4]1[CH:5]=[C:6]([NH:13][C:14]([N:34]2[CH2:33][CH2:32][N:31]([C:26]3[CH:25]=[C:24]([F:23])[CH:29]=[C:28]([F:30])[CH:27]=3)[CH2:36][CH2:35]2)=[O:22])[C:7]([O:11][CH3:12])=[N:8][C:9]=1[CH3:10])(=[O:3])[CH3:2]. Procedure details: Phenyl N-(5-acetyl-2-methoxy-6-methylpyridin-3-yl)carbamate and 1-(3,5-difluorophenyl)piperazine were reacted by the same way with the example 46 to obtain the titled compound. Starting materials: COc1ccc(CN(Cc2ccc(OC)cc2)c2nc(C)nc(-c3cc(OC(F)F)cnc3Nc3ccc(OC)nc3)n2)cc1, O=S(=O)(O)C(F)(F)F, O=C(O)C(F)(F)F. Yields the product COc1ccc(Nc2ncc(OC(F)F)cc2-c2nc(C)nc(N)n2)cn1. As a reaction SMILES: [F:1][CH:2]([O:3][c:4]1[cH:5][c:6](-[c:19]2[n:20][c:21]([N:26]([CH2:27][c:28]3[cH:29][cH:30][c:31]([O:32][CH3:33])[cH:34][cH:35]3)[CH2:36][c:37]3[cH:38][cH:39][c:40]([O:41][CH3:42])[cH:43][cH:44]3)[n:22][c:23]([CH3:25])[n:24]2)[c:7]([NH:10][c:11]2[cH:12][n:13][c:14]([O:17][CH3:18])[cH:15][cH:16]2)[n:8][cH:9]1)[F:45].[F:53][C:54]([F:55])([F:56])[S:57]([OH:58])(=[O:59])=[O:60].[OH:46][C:47]([C:48]([F:49])([F:50])[F:51])=[O:52]>>[F:1][CH:2]([O:3][c:4]1[cH:5][c:6](-[c:19]2[n:20][c:21]([NH2:26])[n:22][c:23]([CH3:25])[n:24]2)[c:7]([NH:10][c:11]2[cH:12][n:13][c:14]([O:17][CH3:18])[cH:15][cH:16]2)[n:8][cH:9]1)[F:45].